This data is from the Open Reaction Database (ORD), a public repository of structured organic reaction records. The task is: describe an organic reaction: reactants, conditions, products, and yield Starting materials: CCOC(=O)c1sc(-n2cc(CCCc3ccccc3)nn2)nc1C, Cl, [Li+], C1CCOC1, [OH-], O. Yields the product Cc1nc(-n2cc(CCCc3ccccc3)nn2)sc1C(=O)O. As a reaction SMILES: [CH3:1][c:2]1[n:3][c:4](-[n:12]2[n:13][n:14][c:15]([CH2:17][CH2:18][CH2:19][c:20]3[cH:21][cH:22][cH:23][cH:24][cH:25]3)[cH:16]2)[s:5][c:6]1[C:7](=[O:8])[O:9][CH2:10][CH3:11].[ClH:28].[Li+:26].[O:29]1[CH2:30][CH2:31][CH2:32][CH2:33]1.[OH-:27].[OH2:34]>>[CH3:1][c:2]1[n:3][c:4](-[n:12]2[n:13][n:14][c:15]([CH2:17][CH2:18][CH2:19][c:20]3[cH:21][cH:22][cH:23][cH:24][cH:25]3)[cH:16]2)[s:5][c:6]1[C:7](=[O:8])[OH:9]. Reactants: COC1=CC=C(C=C1)\C(=C/C=C/C(=O)O)\C(C)C ((2E,4Z)-5-(4-methoxyphenyl)-6-methyl-2,4-heptadienoic acid), [N+](=O)([O-])C1=CC=C(C=C1)O (4-nitrophenol), C1(CCCCC1)N=C=NC1CCCCC1 (1,3-dicyclohexylcarbodiimide). The solvent is ClCCl (dichloromethane). Conditions: time 18 hour. The product is [N+](=O)([O-])C1=CC=C(C=C1)OC(\C=C\C=C(\C(C)C)/C1=CC=C(C=C1)OC)=O ((2E,4Z)-5-(4-methoxyphenyl)-6-methyl-2,4-heptadienoic acid 4-nitrophenyl ester). Isolated yield 74.4%. Reaction SMILES: [CH3:1][O:2][C:3]1[CH:8]=[CH:7][C:6](/[C:9](/[CH:16]([CH3:18])[CH3:17])=[CH:10]\[CH:11]=[CH:12]\[C:13]([OH:15])=[O:14])=[CH:5][CH:4]=1.[N+:19]([C:22]1[CH:27]=[CH:26][C:25](O)=[CH:24][CH:23]=1)([O-:21])=[O:20].C1(N=C=NC2CCCCC2)CCCCC1>ClCCl>[N+:19]([C:22]1[CH:27]=[CH:26][C:25]([O:14][C:13](=[O:15])/[CH:12]=[CH:11]/[CH:10]=[C:9](\[C:6]2[CH:5]=[CH:4][C:3]([O:2][CH3:1])=[CH:8][CH:7]=2)/[CH:16]([CH3:18])[CH3:17])=[CH:24][CH:23]=1)([O-:21])=[O:20]. Procedure: As in Example 115, (2E,4Z)-5-(4-methoxyphenyl)-6-methyl-2,4-heptadienoic acid (3.2 g) and 4-nitrophenol (2.2 g) in 20 mL of dichloromethane was treated with 1,3-dicyclohexylcarbodiimide (2.7 g) and the mixture was stirred at room temperature for 18 hours. After the usual work up. crystallization of the crude product from 2-propanol-hexane yielded 3.55 g of (2E,4Z)-5-(4-methoxyphenyl)-6-methyl-2,4-heptadienoic acid 4-nitrophenyl ester, mp 111.5°-113° C. The reactants are C(=O)C1=C(C(=O)O)C=CC=C1 (2-formylbenzoic acid), CC(C)=CCC\C(\C)=C\CO (geraniol), C1CCC(CC1)N=C=NC2CCCCC2 (DCC). Reagents/catalysts: CN(C)C=1C=CN=CC1 (DMAP). Solvent: ClCCl (dichloromethane), ClCCl (dichloromethane). Run at time 15 minute. Product: C(=O)C1=C(C(=O)OC\C=C(\CCC=C(C)C)/C)C=CC=C1 ((E)-3,7-dimethyl-2,6-octadienyl 2-formylbenzoate). Isolated yield 17.8%. As a reaction SMILES: [CH:1]([C:3]1[CH:11]=[CH:10][CH:9]=[CH:8][C:4]=1[C:5]([OH:7])=[O:6])=[O:2].[CH3:12][C:13](=[CH:15][CH2:16][CH2:17]/[C:18](=[CH:20]/[CH2:21]O)/[CH3:19])[CH3:14].C1CCC(N=C=NC2CCCCC2)CC1>CN(C1C=CN=CC=1)C.ClCCl>[CH:1]([C:3]1[CH:11]=[CH:10][CH:9]=[CH:8][C:4]=1[C:5]([O:7][CH2:21]/[CH:20]=[C:18](\[CH3:19])/[CH2:17][CH2:16][CH:15]=[C:13]([CH3:14])[CH3:12])=[O:6])=[O:2]. Reported procedure: A solution of 7.50 g (50.0 mmol) 2-formylbenzoic acid, 4.89 g (40.0 mmol) DMAP and 15.42 g (100.0 mmol) geraniol in 75 ml dichloromethane was cooled in an ice bath before addition of a solution of 11.37 g (55.0 mmol) DCC in 25 ml dichloromethane, for 15 min. The reaction medium was maintained under stirring at 0° for 15 min, then at 20° for 48 h. The precipitate formed during the reaction was filtered and the filtrate washed with HCl (10%, 2×) and with a saturated Na2CO3 solution (2×) and water ... The reactants are C1CNCCN1, CC(=O)c1ccc(CCc2cnc3c(N)nc4cc(C)ccc4c3c2)cc1. Yields the product Cc1ccc2c(c1)nc(N)c1ncc(CCc3ccc(C(C)N4CCNCC4)cc3)cc12. RXN SMILES: [CH2:28]1[CH2:29][NH:30][CH2:31][CH2:32][NH:33]1.[NH2:1][c:2]1[n:3][c:4]2[c:5]([c:6]3[cH:7][c:8]([CH2:12][CH2:13][c:14]4[cH:15][cH:16][c:17]([C:20]([CH3:21])=[O:22])[cH:18][cH:19]4)[cH:9][n:10][c:11]13)[cH:23][cH:24][c:25]([CH3:27])[cH:26]2>>[NH2:1][c:2]1[n:3][c:4]2[c:5]([c:6]3[cH:7][c:8]([CH2:12][CH2:13][c:14]4[cH:15][cH:16][c:17]([CH:20]([CH3:21])[N:30]5[CH2:29][CH2:28][NH:33][CH2:32][CH2:31]5)[cH:18][cH:19]4)[cH:9][n:10][c:11]13)[cH:23][cH:24][c:25]([CH3:27])[cH:26]2. The reactants are ClC1=C(C=C(C=C1C(F)(F)F)[N+](=O)[O-])[N+](=O)[O-] (2-Chloro-1,5-dinitro-3-(trifluoromethyl)benzene), C(C1=CC=CC=C1)OC(CC(=O)OCC1=CC=CC=C1)=O (malonic acid dibenzyl ester), [H-].[Na+] (sodium hydride). Product: C(C1=CC=CC=C1)OC(C(C(=O)OCC1=CC=CC=C1)C1=C(C=C(C=C1C(F)(F)F)[N+](=O)[O-])[N+](=O)[O-])=O ([2,4-dinitro-6-(trifluoromethyl)phenyl]malonic acid dibenzyl ester). As a reaction SMILES: Cl[C:2]1[C:7]([C:8]([F:11])([F:10])[F:9])=[CH:6][C:5]([N+:12]([O-:14])=[O:13])=[CH:4][C:3]=1[N+:15]([O-:17])=[O:16].[CH2:18]([O:25][C:26](=[O:38])[CH2:27][C:28]([O:30][CH2:31][C:32]1[CH:37]=[CH:36][CH:35]=[CH:34][CH:33]=1)=[O:29])[C:19]1[CH:24]=[CH:23][CH:22]=[CH:21][CH:20]=1.[H-].[Na+]>>[CH2:31]([O:30][C:28](=[O:29])[CH:27]([C:2]1[C:7]([C:8]([F:11])([F:10])[F:9])=[CH:6][C:5]([N+:12]([O-:14])=[O:13])=[CH:4][C:3]=1[N+:15]([O-:17])=[O:16])[C:26]([O:25][CH2:18][C:19]1[CH:24]=[CH:23][CH:22]=[CH:21][CH:20]=1)=[O:38])[C:32]1[CH:33]=[CH:34][CH:35]=[CH:36][CH:37]=1 |f:2.3|. Reported procedure: 2-Chloro-1,5-dinitro-3-(trifluoromethyl)benzene was treated with malonic acid dibenzyl ester in the presence of sodium hydride to obtain [2,4-dinitro-6-(trifluoromethyl)phenyl]malonic acid dibenzyl ester. Reactants: CC(C)([O-])C.[K+] (Potassium t-butoxide), COC1=CC=C(CNC2=CC=CC=C2)C=C1 (N-(4-Methoxybenzyl)aniline), BrC1=CN=C2N1N=C(C=C2Br)Cl (3,8-dibromo-6-chloroimidazo[1,2-b]pyridazine). Run in C(C)(=O)OCC (ethyl acetate), CN(C)C=O (DMF). Reaction conditions: temperature 0 celsius, time 30 minute. The product is BrC1=CN=C2N1N=C(C=C2N(C2=CC=CC=C2)CC2=CC=C(C=C2)OC)Cl (3-bromo-6-chloro-N-(4-methoxybenzyl)-N-phenylimidazo[1,2-b]pyridazin-8-amine). The yield is 60.8%. Reaction SMILES: [CH3:1][O:2][C:3]1[CH:16]=[CH:15][C:6]([CH2:7][NH:8][C:9]2[CH:14]=[CH:13][CH:12]=[CH:11][CH:10]=2)=[CH:5][CH:4]=1.CC(C)([O-])C.[K+].[Br:23][C:24]1[N:28]2[N:29]=[C:30]([Cl:34])[CH:31]=[C:32](Br)[C:27]2=[N:26][CH:25]=1>CN(C=O)C.C(OCC)(=O)C>[Br:23][C:24]1[N:28]2[N:29]=[C:30]([Cl:34])[CH:31]=[C:32]([N:8]([CH2:7][C:6]3[CH:15]=[CH:16][C:3]([O:2][CH3:1])=[CH:4][CH:5]=3)[C:9]3[CH:14]=[CH:13][CH:12]=[CH:11][CH:10]=3)[C:27]2=[N:26][CH:25]=1 |f:1.2|. Procedure: N-(4-Methoxybenzyl)aniline (215 mg, 1 mmol) was dissolved in dry DMF (4 mL), placed under a nitrogen atmosphere, and cooled to 0° C. in an ice bath. Potassium t-butoxide (1 mL, 1 mmol, 1M THF solution) was added and the mixture was allowed to stir for 10 min at 0° C. and room temperature for 30 min. The resulting mixture was cool to 0° C. Solid 3,8-dibromo-6-chloroimidazo[1,2-b]pyridazine (310 mg, 1 mmol) from Example XXIV, step 1a was added. The mixture was allowed to stir for 30 min at 0° C. a... The reactants are C[Si](N1C=CC(C=C1)[Si](C)(C)C)(C)C (1,4-bis-(trimethylsilyl)-1,4-dihydropyridine), C(C=C)#N (acrylonitrile). Product: C[Si](N1C(C=C(C=C1)[Si](C)(C)C)C(C)C#N)(C)C (1,4-bis-(trimethylsilyl)-2-(1-cyanoethyl)-1,2-dihydropyridine). The yield is 71.4%. As a reaction SMILES: [CH3:1][Si:2]([CH3:14])([CH3:13])[N:3]1[CH:8]=[CH:7][CH:6]([Si:9]([CH3:12])([CH3:11])[CH3:10])[CH:5]=[CH:4]1.[C:15](#[N:18])[CH:16]=[CH2:17]>>[CH3:1][Si:2]([CH3:14])([CH3:13])[N:3]1[CH:4]=[CH:5][C:6]([Si:9]([CH3:12])([CH3:11])[CH3:10])=[CH:7][CH:8]1[CH:16]([C:15]#[N:18])[CH3:17]. Reported procedure: To 22.6 g (0.1 mol) of 1,4-bis-(trimethylsilyl)-1,4-dihydropyridine are added by drops 5.31 g (0.1 mol) of acrylonitrile within 30 minutes in an inert atmosphere. The mixture is subsequently stirred for several hours at room temperature. Fractional distillation yields 19.9 g (72%) of 1,4-bis-(trimethylsilyl)-2-(1-cyanoethyl)-1,2-dihydropyridine; b.p. 78°C/0.003 mm; yellow oil. Reactants: C1(CCCC2=CC=CC=C12)=O (1-tetralone), C1(=CC=C(C=C1)S(=O)(=O)O)C (p-toluenesulfonic acid), N1CCCCC1 (piperidine), C1(=CC=CC=C1)C (toluene). Solvent: O (water). Product: N1(CCCCC1)C1=CCCC2=CC=CC=C12 (1-Piperidino-3,4-dihydronaphthalene). RXN SMILES: [C:1]1(=O)[C:10]2[C:5](=[CH:6][CH:7]=[CH:8][CH:9]=2)[CH2:4][CH2:3][CH2:2]1.[NH:12]1[CH2:17][CH2:16][CH2:15][CH2:14][CH2:13]1.C1(C)C=CC=CC=1.C1(C)C=CC(S(O)(=O)=O)=CC=1>O>[N:12]1([C:1]2[C:10]3[C:5](=[CH:6][CH:7]=[CH:8][CH:9]=3)[CH2:4][CH2:3][CH:2]=2)[CH2:17][CH2:16][CH2:15][CH2:14][CH2:13]1. Procedure: A solution of 146 g. (1.00 mole) of 1-tetralone and 150 ml. of piperidine in 1 l. of toluene is treated with 1 g. of p-toluenesulfonic acid and heated for 11 days under reflux with a water take-off trap attached. 13.1 ml. of water is collected. Fractional distillation affords 105.3 g. of 1-piperidino-3,4-dihydronaphthalene collected at 118°-120° (0.2 mm.).